This data is from the Open Reaction Database (ORD), a public repository of structured organic reaction records. The task is: describe an organic reaction: reactants, conditions, products, and yield The reactants are COc1cccc(OC)c1C(=O)Cl, CN1CCc2c(N)cccc2C1. Product: COc1cccc(OC)c1C(=O)Nc1cccc2c1CCN(C)C2. Reaction SMILES: [CH3:13][O:14][c:15]1[c:16]([C:17](=[O:18])[Cl:19])[c:20]([O:24][CH3:25])[cH:21][cH:22][cH:23]1.[NH2:1][c:2]1[c:3]2[c:8]([cH:9][cH:10][cH:11]1)[CH2:7][N:6]([CH3:12])[CH2:5][CH2:4]2>>[NH:1]([c:2]1[c:3]2[c:8]([cH:9][cH:10][cH:11]1)[CH2:7][N:6]([CH3:12])[CH2:5][CH2:4]2)[C:17]([c:16]1[c:15]([O:14][CH3:13])[cH:23][cH:22][cH:21][c:20]1[O:24][CH3:25])=[O:18]. Solvent: CO (methanol), CO (methanol). Starting materials: Cl (hydrochloric acid), COC=1C=C2C(=CC1OC)C(=O)C(C2)CC3CCN(CC3)CC=4C=CC=CC4 (Donepezil), CC(=O)C (acetone). Procedure details: 1.0 g of Donepezil was dissolved in 4 ml of methanol under heating at 40° C. The solution was cooled in an iced water bath. 0.31 g of Concentrated hydrochloric acid in 1 ml of methanol was added hereinto at 7° C. inner temperature. After 5 minutes stirring, 30 ml of acetone was added hereinto successively. It continued stirring for 1 hour in an iced water bath. Filtration of the separated crystals followed by drying afforded 0.44 g of the title compound. (water content: 0.11%) Reaction conditions: temperature 40 celsius, time 5 minute. Yields the product COC=1C=C2C(=CC1OC)C(=O)C(C2)CC3CCN(CC3)CC=4C=CC=CC4.Cl (Donepezil Hydrochloride). As a reaction SMILES: [CH3:1][O:2][C:3]1[CH:4]=[C:5]2[CH2:14][CH:13]([CH2:15][CH:16]3[CH2:21][CH2:20][N:19]([CH2:22][C:23]4[CH:24]=[CH:25][CH:26]=[CH:27][CH:28]=4)[CH2:18][CH2:17]3)[C:11](=[O:12])[C:6]2=[CH:7][C:8]=1[O:9][CH3:10].[ClH:29].CC(C)=O>CO>[CH3:1][O:2][C:3]1[CH:4]=[C:5]2[CH2:14][CH:13]([CH2:15][CH:16]3[CH2:17][CH2:18][N:19]([CH2:22][C:23]4[CH:28]=[CH:27][CH:26]=[CH:25][CH:24]=4)[CH2:20][CH2:21]3)[C:11](=[O:12])[C:6]2=[CH:7][C:8]=1[O:9][CH3:10].[ClH:29] |f:4.5|. Isolated yield 40.1%. The reactants are CCOCC (ether), O1CCCC=C1 (3,4-dihydropyran), C1(=CC=C(C=C1)S(=O)(=O)O)C (p-toluenesulfonic acid), O[C@H]1C[C@@H](CC2=CC=C3[C@@H]4CC[C@H](C(C)C=O)[C@]4(CC[C@@H]3[C@@]12C)C)O (1α,3β-dihydroxypregna-5,7-diene-20-carbaldehyde). Solvent: C(Cl)Cl (methylene chloride). Conditions: time 2 hour. Product: O1C(CCCC1)O[C@H]1C[C@@H](CC2=CC=C3[C@@H]4CC[C@H](C(C)C=O)[C@]4(CC[C@@H]3[C@@]12C)C)OC1OCCCC1 (1α,3β-bis(tetrahydropyran-2-yloxy)pregna-5,7-diene-20-carbaldehyde). RXN SMILES: [OH:1][C@@H:2]1[C@@:22]2([CH3:23])[C:6](=[CH:7][CH:8]=[C:9]3[C@@H:21]2[CH2:20][CH2:19][C@@:18]2([CH3:24])[C@H:10]3[CH2:11][CH2:12][C@@H:13]2[CH:14]([CH:16]=[O:17])[CH3:15])[CH2:5][C@@H:4]([OH:25])[CH2:3]1.[O:26]1[CH:31]=[CH:30][CH2:29][CH2:28][CH2:27]1.[C:32]1(C)C=[CH:36][C:35](S(O)(=O)=O)=[CH:34][CH:33]=1.CC[O:45]CC>C(Cl)Cl>[O:26]1[CH2:27][CH2:28][CH2:29][CH2:30][CH:31]1[O:1][C@@H:2]1[C@@:22]2([CH3:23])[C:6](=[CH:7][CH:8]=[C:9]3[C@@H:21]2[CH2:20][CH2:19][C@@:18]2([CH3:24])[C@H:10]3[CH2:11][CH2:12][C@@H:13]2[CH:14]([CH:16]=[O:17])[CH3:15])[CH2:5][C@@H:4]([O:25][CH:36]2[CH2:35][CH2:34][CH2:33][CH2:32][O:45]2)[CH2:3]1. Procedure: In 10 ml of methylene chloride was dissolved 0.50 g of 1α,3β-dihydroxypregna-5,7-diene-20-carbaldehyde, followed by addition of 1 ml of 3,4-dihydropyran and 0.05 g of p-toluenesulfonic acid. The mixture was stirred at room temperature for 2 hours. The reaction mixture thus obtained was diluted with ether, washed successively with aqueous sodium hydrogen carbonate solution and aqueous sodium chloride solution, and dried over sodium sulfate, followed by concentration under reduced pressure. Finall...